Task: describe an organic reaction: reactants, conditions, products, and yield. Dataset: the Open Reaction Database (ORD), a public repository of structured organic reaction records Starting materials: N1C=C(C=2C1=NC=CC2)C2=CNC1=CN=CC=C12 (3-(1H-pyrrolo[2,3-b]pyridin-3-yl)-1H-pyrrolo[2,3-c]-pyridine), CO (Methanol), [H-].[Na+] (sodium hydride), C(C1=CC=CC=C1)Br (benzyl bromide). Solvent: CN(C)C=O (DMF). Reaction conditions: time 1 hour. The product is C(C1=CC=CC=C1)N1C=C(C=2C1=NC=CC2)C2=CNC1=CN=CC=C12 (3-(1-benzyl-1H-pyrrolo[2,3-b]pyridin-3-yl)-1H-pyrrolo[2,3-c]-pyridine). RXN SMILES: [NH:1]1[C:5]2=[N:6][CH:7]=[CH:8][CH:9]=[C:4]2[C:3]([C:10]2[C:18]3[C:13](=[CH:14][N:15]=[CH:16][CH:17]=3)[NH:12][CH:11]=2)=[CH:2]1.[H-].[Na+].[CH2:21](Br)[C:22]1[CH:27]=[CH:26][CH:25]=[CH:24][CH:23]=1.CO>CN(C=O)C>[CH2:21]([N:1]1[C:5]2=[N:6][CH:7]=[CH:8][CH:9]=[C:4]2[C:3]([C:10]2[C:18]3[C:13](=[CH:14][N:15]=[CH:16][CH:17]=3)[NH:12][CH:11]=2)=[CH:2]1)[C:22]1[CH:27]=[CH:26][CH:25]=[CH:24][CH:23]=1 |f:1.2|. Procedure: 60 mg (0.16 mmol) of 3-(1H-pyrrolo[2,3-b]pyridin-3-yl)-1H-pyrrolo[2,3-c]-pyridine (“A18”) are added to a suspension, kept under argon, of 20 mg (0.5 mmol) of sodium hydride (60% in paraffin) in 1 ml of DMF. After stirring at room temperature for one hour, 25 μl (0.26 mmol) of benzyl bromide are added, and the mixture is stirred at room temperature for 19 hours. Methanol is added to the reaction mixture, which is subsequently evaporated, and the residue is chromatographed on a silica-gel column w... Starting materials: O (water), FC1=CC=C(C=C1)C(C(C)(CC1=CC=CC=C1)N(C)C)=O (1-(4-fluorophenyl)-2-dimethylamino-2-benzyl-propan-1-one), NCCCO (3-amino-1-propanol), C([O-])([O-])=O.[K+].[K+] (potassium carbonate). Run in CC(=O)N(C)C (dimethylacetamide). Conditions: time 12 hour. The product is OCCCNC1=CC=C(C=C1)C(C(C)(CC1=CC=CC=C1)N(C)C)=O (1-[4-(3-Hydroxypropylamino)phenyl]-2-dimethylamino-2-benzyl-propan-1-one). As a reaction SMILES: F[C:2]1[CH:7]=[CH:6][C:5]([C:8](=[O:21])[C:9]([N:18]([CH3:20])[CH3:19])([CH2:11][C:12]2[CH:17]=[CH:16][CH:15]=[CH:14][CH:13]=2)[CH3:10])=[CH:4][CH:3]=1.[NH2:22][CH2:23][CH2:24][CH2:25][OH:26].C(=O)([O-])[O-].[K+].[K+].O>CC(N(C)C)=O>[OH:26][CH2:25][CH2:24][CH2:23][NH:22][C:2]1[CH:7]=[CH:6][C:5]([C:8](=[O:21])[C:9]([N:18]([CH3:20])[CH3:19])([CH2:11][C:12]2[CH:17]=[CH:16][CH:15]=[CH:14][CH:13]=2)[CH3:10])=[CH:4][CH:3]=1 |f:2.3.4|. Reported procedure: 10.0 g (0.035 mol) of 1-(4-fluorophenyl)-2-dimethylamino-2-benzyl-propan-1-one and 18.4 g (0.25 mol) of 3-amino-1-propanol are dissolved in 20 ml of dry dimethylacetamide, and the solution is heated up to 150° C. together with 9.7 g (0.07 mol) of potassium carbonate, and stirred overnight (about 12 hours). After the solution is cooled down, it is poured into 300 ml of water and extracted with toluene. The organic phase is washed with water and saturated sodium chloride solution, and dried over M... The reactants are CCOc1c(Nc2ccncc2)c(=O)c1=O, CCO, NCCc1ccc(Oc2ccc(Cl)cc2)cc1. Product: O=c1c(NCCc2ccc(Oc3ccc(Cl)cc3)cc2)c(Nc2ccncc2)c1=O. As a reaction SMILES: [CH2:1]([O:2][c:4]1[c:5](=[O:16])[c:6](=[O:15])[c:7]1[NH:8][c:9]1[cH:10][cH:11][n:12][cH:13][cH:14]1)[CH3:3].[CH3:34][CH2:35][OH:36].[Cl:17][c:18]1[cH:19][cH:20][c:21]([O:22][c:23]2[cH:24][cH:25][c:26]([CH2:29][CH2:30][NH2:31])[cH:27][cH:28]2)[cH:32][cH:33]1>>[c:4]1([NH:31][CH2:30][CH2:29][c:26]2[cH:25][cH:24][c:23]([O:22][c:21]3[cH:20][cH:19][c:18]([Cl:17])[cH:33][cH:32]3)[cH:28][cH:27]2)[c:5](=[O:16])[c:6](=[O:15])[c:7]1[NH:8][c:9]1[cH:10][cH:11][n:12][cH:13][cH:14]1. Reactants: Cc1cc(CC(NC(=O)OC(C)(C)C)c2ncc[nH]2)cc2cn(COCC[Si](C)(C)C)nc12, O=C([O-])[O-], CN(C)C=O, Fc1cc(F)cc(CBr)c1, [K+], [K+]. RXN SMILES: [C:1]([CH3:2])([CH3:3])([CH3:4])[O:5][C:6]([NH:7][CH:8]([CH2:9][c:10]1[cH:11][c:12]2[cH:13][n:14]([CH2:20][O:21][CH2:22][CH2:23][Si:24]([CH3:25])([CH3:26])[CH3:27])[n:15][c:16]2[c:17]([CH3:19])[cH:18]1)[c:28]1[nH:29][cH:30][cH:31][n:32]1)=[O:33].[C:44](=[O:45])([O-:46])[O-:47].[CH3:50][N:51]([CH3:52])[CH:53]=[O:54].[F:34][c:35]1[cH:36][c:37]([CH2:38][Br:39])[cH:40][c:41]([F:43])[cH:42]1.[K+:48].[K+:49]>>[C:1]([CH3:2])([CH3:3])([CH3:4])[O:5][C:6]([NH:7][CH:8]([CH2:9][c:10]1[cH:11][c:12]2[cH:13][n:14]([CH2:20][O:21][CH2:22][CH2:23][Si:24]([CH3:25])([CH3:26])[CH3:27])[n:15][c:16]2[c:17]([CH3:19])[cH:18]1)[c:28]1[n:29][cH:30][cH:31][n:32]1[CH2:38][c:37]1[cH:36][c:35]([F:34])[cH:42][c:41]([F:43])[cH:40]1)=[O:33]. Product: Cc1cc(CC(NC(=O)OC(C)(C)C)c2nccn2Cc2cc(F)cc(F)c2)cc2cn(COCC[Si](C)(C)C)nc12. The reactants are C1(=CC=CC=C1)[Mg]Br (Phenylmagnesium bromide), COC1=C(C=CC(=C1)C=O)C1=CC(=CC=C1)C (2-Methoxy-3′-methyl-biphenyl-4-carbaldehyde), EtOAc Hexanes. The solvent is C1CCOC1 (THF). Run at temperature -20 celsius, time 2 hour. The product is COC1=C(C=CC(=C1)C(O)C1=CC=CC=C1)C1=CC(=CC=C1)C ((2-Methoxy-3′-methyl-biphenyl-4-yl)-phenyl-methanol). Isolated yield 78.0%. Reaction SMILES: [CH3:1][O:2][C:3]1[CH:8]=[C:7]([CH:9]=[O:10])[CH:6]=[CH:5][C:4]=1[C:11]1[CH:16]=[CH:15][CH:14]=[C:13]([CH3:17])[CH:12]=1.[C:18]1([Mg]Br)[CH:23]=[CH:22][CH:21]=[CH:20][CH:19]=1>C1COCC1>[CH3:1][O:2][C:3]1[CH:8]=[C:7]([CH:9]([C:18]2[CH:23]=[CH:22][CH:21]=[CH:20][CH:19]=2)[OH:10])[CH:6]=[CH:5][C:4]=1[C:11]1[CH:16]=[CH:15][CH:14]=[C:13]([CH3:17])[CH:12]=1. Reported procedure: The aldehyde 5 were dissolved in dry THF and cooled to −20° C. Phenylmagnesium bromide (1.2 eq, 1.651 mM) was then added to the reaction and the reaction was stirred for an additional 2 hrs. After the completion of the reaction as determined by TLC, the reaction mixture was quenched with 0.1 N HCl, followed by washes with saturated sodium bicarbonate solution and brine. The organic layer was then evaporated and the product was purified by flash chromatography using 20% EtOAc/Hexanes as the solve... Reactants: C1(=CC=CC=C1)OB(O)O (phenylboric acid), BrC=1C=CC(=NC1)C#CC1=CC=C(C=C1)OCCN1CCC(CC1)C (5-bromo-2-{4-[2-(4-methyl-piperidin-1-yl)-ethoxy]-phenylethynyl}-pyridine), C(=O)([O-])[O-].[Na+].[Na+] (Na2CO3). The reagents and catalysts are C1=CC=C(C=C1)P([C-]2C=CC=C2)C3=CC=CC=C3.C1=CC=C(C=C1)P([C-]2C=CC=C2)C3=CC=CC=C3.Cl[Pd]Cl.[Fe+2] (Pd(dppf)Cl2). Solvent: O1CCOCC1 (1,4-dioxane), CO (MeOH), CCOC(=O)C (EtOAc). Reaction conditions: temperature 90 celsius, time 3 day. Yields the product CC1CCN(CC1)CCOC1=CC=C(C=C1)C#CC1=NC=C(C=C1)C1=CC=CC=C1 (2-{4-[2-(4-methyl-piperidin-1-yl)-ethoxy]-phenylethynyl}-5-phenyl-pyridine). Reaction SMILES: [C:1]1(OB(O)O)[CH:6]=[CH:5][CH:4]=[CH:3][CH:2]=1.Br[C:12]1[CH:13]=[CH:14][C:15]([C:18]#[C:19][C:20]2[CH:25]=[CH:24][C:23]([O:26][CH2:27][CH2:28][N:29]3[CH2:34][CH2:33][CH:32]([CH3:35])[CH2:31][CH2:30]3)=[CH:22][CH:21]=2)=[N:16][CH:17]=1.C([O-])([O-])=O.[Na+].[Na+]>O1CCOCC1.CO.CCOC(C)=O.C1C=CC(P(C2C=CC=CC=2)[C-]2C=CC=C2)=CC=1.C1C=CC(P(C2C=CC=CC=2)[C-]2C=CC=C2)=CC=1.Cl[Pd]Cl.[Fe+2]>[CH3:35][CH:32]1[CH2:33][CH2:34][N:29]([CH2:28][CH2:27][O:26][C:23]2[CH:24]=[CH:25][C:20]([C:19]#[C:18][C:15]3[CH:14]=[CH:13][C:12]([C:1]4[CH:6]=[CH:5][CH:4]=[CH:3][CH:2]=4)=[CH:17][N:16]=3)=[CH:21][CH:22]=2)[CH2:30][CH2:31]1 |f:2.3.4,8.9.10.11|. Procedure: Under an argon atmosphere 30 mg (0.25 mmol) phenylboric acid are added to a solution of 100 mg (0.25 mmol) 5-bromo-2-{4-[2-(4-methyl-piperidin-1-yl)-ethoxy]-phenylethynyl}-pyridine, 0.25 mL (0.50 mmol) of a 2 M Na2CO3 solution and 4 mg (0.01 mmol) Pd(dppf)Cl2 in 5 mL 1,4-dioxane and 2 mL MeOH. The reaction mixture is stirred for 3 days at 90° C. The reaction mixture is diluted with EtOAc and the organic phase is washed with 40 mL water and finally with saturated NaCl solution. The organic phase ... Starting materials: CS(=O)(=O)C=1C=C(C=CC1OC)N1CCNCC1 (1-(3-Methanesulfonyl-4-methoxy-phenyl)-piperazine), C(CC)I (n-Pr-I). Product: CS(=O)(=O)C=1C=C(C=CC1OC)N1CCN(CC1)CCC (1-(3-Methanesulfonyl-4-methoxy-phenyl)-4-propyl-piperazine). As a reaction SMILES: [CH3:1][S:2]([C:5]1[CH:6]=[C:7]([N:13]2[CH2:18][CH2:17][NH:16][CH2:15][CH2:14]2)[CH:8]=[CH:9][C:10]=1[O:11][CH3:12])(=[O:4])=[O:3].[CH2:19](I)[CH2:20][CH3:21]>>[CH3:1][S:2]([C:5]1[CH:6]=[C:7]([N:13]2[CH2:14][CH2:15][N:16]([CH2:19][CH2:20][CH3:21])[CH2:17][CH2:18]2)[CH:8]=[CH:9][C:10]=1[O:11][CH3:12])(=[O:3])=[O:4]. Reported procedure: Beginning with 1-(3-Methanesulfonyl-4-methoxy-phenyl)-piperazine and n-Pr-I, the title compound was recovered by the procedure described in Example 2;: MS m/z (rel. intensity, 70 eV)) 312 (M+, 38), 284 (17), 283 (bp), 70 (49), 56 (17).